From a dataset of the Open Reaction Database (ORD), a public repository of structured organic reaction records. describe an organic reaction: reactants, conditions, products, and yield Reactants: CN1CCNCC1, CC(=O)O, CC(Cl)Cl, c1ccc2c(c1)CCc1ccccc1N2. Product: CN1CCN(Cc2ccc3c(c2)CCc2ccccc2N3)CC1. Reaction SMILES: [CH3:16][N:17]1[CH2:18][CH2:19][NH:20][CH2:21][CH2:22]1.[CH3:27][C:28](=[O:29])[OH:30].[Cl:23][CH:24]([Cl:25])[CH3:26].[cH:1]1[cH:2][cH:3][cH:4][c:5]2[c:11]1[CH2:10][CH2:9][c:8]1[c:7]([cH:15][cH:14][cH:13][cH:12]1)[NH:6]2>>[cH:1]1[c:2]([CH2:24][N:20]2[CH2:19][CH2:18][N:17]([CH3:16])[CH2:22][CH2:21]2)[cH:3][cH:4][c:5]2[c:11]1[CH2:10][CH2:9][c:8]1[c:7]([cH:15][cH:14][cH:13][cH:12]1)[NH:6]2. Reactants: CO, O=Cc1cc2nc(Cl)nc(N3CCOCC3)c2s1, C1CCN(CC2CCNCC2)CC1. The product is Clc1nc(N2CCOCC2)c2sc(CN3CCC(CN4CCCCC4)CC3)cc2n1. RXN SMILES: [CH3:32][OH:33].[Cl:1][c:2]1[n:3][c:4]([N:13]2[CH2:14][CH2:15][O:16][CH2:17][CH2:18]2)[c:5]2[c:6]([n:7]1)[cH:8][c:9]([CH:11]=[O:12])[s:10]2.[NH:19]1[CH2:20][CH2:21][CH:22]([CH2:25][N:26]2[CH2:27][CH2:28][CH2:29][CH2:30][CH2:31]2)[CH2:23][CH2:24]1>>[Cl:1][c:2]1[n:3][c:4]([N:13]2[CH2:14][CH2:15][O:16][CH2:17][CH2:18]2)[c:5]2[c:6]([n:7]1)[cH:8][c:9]([CH2:11][N:19]1[CH2:20][CH2:21][CH:22]([CH2:25][N:26]3[CH2:27][CH2:28][CH2:29][CH2:30][CH2:31]3)[CH2:23][CH2:24]1)[s:10]2. Reactants: BrCc1cc(Br)ccc1I, C=Cc1cccnc1NC(C)=O, [H-], [Na+], [Na+], O=C([O-])O, CN(C)C=O. The product is C=Cc1cccnc1N(Cc1cc(Br)ccc1I)C(C)=O. Reaction SMILES: [Br:13][c:14]1[cH:15][c:16]([CH2:21][Br:22])[c:17]([I:20])[cH:18][cH:19]1.[CH:1](=[CH2:2])[c:3]1[c:4]([NH:9][C:10]([CH3:11])=[O:12])[n:5][cH:6][cH:7][cH:8]1.[H-:24].[Na+:23].[Na+:34].[O-:30][C:31]([OH:32])=[O:33].[O:25]=[CH:26][N:27]([CH3:28])[CH3:29]>>[CH:1](=[CH2:2])[c:3]1[c:4]([N:9]([C:10]([CH3:11])=[O:12])[CH2:21][c:16]2[cH:15][c:14]([Br:13])[cH:19][cH:18][c:17]2[I:20])[n:5][cH:6][cH:7][cH:8]1. Starting materials: C(CCC)C=1N(C(=CN1)C=O)CC1=C(C=CC=C1)Cl (2-n-butyl-1-(2-chlorophenyl)methyl-1H-imidazol-5-carboxaldehyde), S1C(=CC=C1)CC(=O)O (2-thienylacetic acid), C([O-])([O-])=O.[K+].[K+] (potassium carbonate), C(C)(=O)OC(C)=O (acetic anhydride). Run in O (water). Run at temperature 140 celsius, time 6 hour. The product is C(CCC)C=1N(C(=CN1)/C=C(\C(=O)O)/C=1SC=CC1)CC1=C(C=CC=C1)Cl ((E)-3-[2-n-Butyl-1-{(2-chlorophenyl)methyl}-1H-imidazol-5-yl]-2-(2-thienyl)-2-propenoic Acid). Reaction SMILES: [CH2:1]([C:5]1[N:6]([CH2:12][C:13]2[CH:18]=[CH:17][CH:16]=[CH:15][C:14]=2[Cl:19])[C:7]([CH:10]=O)=[CH:8][N:9]=1)[CH2:2][CH2:3][CH3:4].[S:20]1[CH:24]=[CH:23][CH:22]=[C:21]1[CH2:25][C:26]([OH:28])=[O:27].C(=O)([O-])[O-].[K+].[K+].C(OC(=O)C)(=O)C>O>[CH2:1]([C:5]1[N:6]([CH2:12][C:13]2[CH:18]=[CH:17][CH:16]=[CH:15][C:14]=2[Cl:19])[C:7](/[CH:10]=[C:25](/[C:21]2[S:20][CH:24]=[CH:23][CH:22]=2)\[C:26]([OH:28])=[O:27])=[CH:8][N:9]=1)[CH2:2][CH2:3][CH3:4] |f:2.3.4|. Procedure: A mixture of 2-n-butyl-1-(2-chlorophenyl)methyl-1H-imidazol-5-carboxaldehyde (2 mmol), 2-thienylacetic acid (2.3 mmol), potassium carbonate (0.91 mmol), and acetic anhydride (1 mL) is heated gradually to 140° C. and held at this temperature for 6 hours. The cooled reaction is diluted with water and the solid is separated, triturated several times with ether, and the solid is crystallized to give the title compound. Starting materials: OCC1CC1, Fc1cc2nc(-c3cccnc3Cl)n(CC3CCCCC3)c2cc1F. Product: Fc1cc2nc(-c3cccnc3OCC3CC3)n(CC3CCCCC3)c2cc1F. Reaction SMILES: [CH:26]1([CH2:29][OH:30])[CH2:27][CH2:28]1.[Cl:1][c:2]1[n:3][cH:4][cH:5][cH:6][c:7]1-[c:8]1[n:9][c:10]2[c:11]([n:12]1[CH2:13][CH:14]1[CH2:15][CH2:16][CH2:17][CH2:18][CH2:19]1)[cH:20][c:21]([F:25])[c:22]([F:24])[cH:23]2>>[c:2]1([O:30][CH2:29][CH:26]2[CH2:27][CH2:28]2)[n:3][cH:4][cH:5][cH:6][c:7]1-[c:8]1[n:9][c:10]2[c:11]([n:12]1[CH2:13][CH:14]1[CH2:15][CH2:16][CH2:17][CH2:18][CH2:19]1)[cH:20][c:21]([F:25])[c:22]([F:24])[cH:23]2.